From a dataset of the Open Reaction Database (ORD), a public repository of structured organic reaction records. describe an organic reaction: reactants, conditions, products, and yield Starting materials: Cl.FC=1C=CC(=C(C1)C1NCCC1)O[C@H]1COCC1 (2-(5-fluoro-2-(((R)-tetrahydrofuran-3-yl)oxy)phenyl)pyrrolidine hydrochloride), C(=O)([O-])[O-].[K+].[K+] (K2CO3), FC=1C=CC(=NC1)[N+](=O)[O-] (5-fluoro-2-nitropyridine). Solvent: CN(C)C=O (DMF). Conditions: time 5 minute. Product: FC=1C=CC(=C(C1)C1N(CCC1)C=1C=CC(=NC1)[N+](=O)[O-])O[C@H]1COCC1 (5-(2-(5-fluoro-2-(((R)-tetrahydrofuran-3-yl)oxy)phenyl)pyrrolidin-1-yl)-2-nitropyridine). Yield: 68.3%. Reaction SMILES: Cl.[F:2][C:3]1[CH:4]=[CH:5][C:6]([O:14][C@@H:15]2[CH2:19][CH2:18][O:17][CH2:16]2)=[C:7]([CH:9]2[CH2:13][CH2:12][CH2:11][NH:10]2)[CH:8]=1.C([O-])([O-])=O.[K+].[K+].F[C:27]1[CH:28]=[CH:29][C:30]([N+:33]([O-:35])=[O:34])=[N:31][CH:32]=1>CN(C=O)C>[F:2][C:3]1[CH:4]=[CH:5][C:6]([O:14][C@@H:15]2[CH2:19][CH2:18][O:17][CH2:16]2)=[C:7]([CH:9]2[CH2:13][CH2:12][CH2:11][N:10]2[C:27]2[CH:28]=[CH:29][C:30]([N+:33]([O-:35])=[O:34])=[N:31][CH:32]=2)[CH:8]=1 |f:0.1,2.3.4|. Procedure: To a solution of 2-(5-fluoro-2-(((R)-tetrahydrofuran-3-yl)oxy)phenyl)pyrrolidine hydrochloride (3.15 g, 10.98 mmol) in dry DMF (10 ml) was added K2CO3 (3.15 g, 22.88 mmol) and stirred for 5 min at room temperature then added 5-fluoro-2-nitropyridine (1.3 g, 91.54 mmol) under N2 atmosphere and stirred for 16 h at 80° C. After completion of reaction, reaction mixture was poured in to ice and stirred for 10 min then solid was collected by filtration. Solid was dried under high vacuum to afford 5-(2... Reactants: ClC(=O)OCCCl (chloroethyl chloroformate), N1C=NC=C1 (imidazole), ClCCl (dichloromethane), O (water). Run at time 4 hour. Yields the product ClC(C)OC(=O)C=1NC=CN1 (α-chloroethoxycarbonylimidazole). Reaction SMILES: Cl[C:2]([O:4][CH2:5][CH2:6]Cl)=[O:3].[NH:8]1[CH:12]=[CH:11][N:10]=[CH:9]1.O.[Cl:14]CCl>>[Cl:14][CH:5]([O:4][C:2]([C:9]1[NH:8][CH:12]=[CH:11][N:10]=1)=[O:3])[CH3:6]. Procedure: 28.6 g (0.2 mole) of chloroethyl chloroformate are added dropwise to a solution of 27.2 g (0.4 mole) of imidazole in 200 ml of dichloromethane cooled in a water bath. The mixture is stirred at room temperature for 4 hours, and 50 ml of iced water are then added. The organic phase is washed with 2×50 ml of water and then dried over magnesium sulphate. After evaporation and distillation, 38.1 g (73%) of α-chloroethoxycarbonylimidazole [B.p. 80° C./66.6 Pa (0.5 mm Hg)] are obtained in the form of a... Reactants: OC1=CC=C(C=C1)CCC(C)=O (4-[4-hydroxyphenyl]butan-2-one), BrCCO (2-bromoethanol), [OH-].[Na+] (sodium hydroxide), [I-].[Na+] (sodium iodide). Solvent: O (water). Yields the product OCCOC1=CC=C(C=C1)CCC(C)=O (4-[4-(2-Hydroxyethoxy)phenyl]butan-2-one). Reaction SMILES: [OH:1][C:2]1[CH:7]=[CH:6][C:5]([CH2:8][CH2:9][C:10](=[O:12])[CH3:11])=[CH:4][CH:3]=1.Br[CH2:14][CH2:15][OH:16].[OH-].[Na+].[I-].[Na+]>O>[OH:16][CH2:15][CH2:14][O:1][C:2]1[CH:3]=[CH:4][C:5]([CH2:8][CH2:9][C:10](=[O:12])[CH3:11])=[CH:6][CH:7]=1 |f:2.3,4.5|. Procedure: A mixture of 4-[4-hydroxyphenyl]butan-2-one (16.4 g], 2-bromoethanol (16.9 g), sodium hydroxide (7.5 g), sodium iodide (7.5 g) and water (200 ml) was heated under reflux for 4 hours, cooled and extracted with dichloromethane. The extract was washed with brine, dried (MgSO4) and evaporated to dryness. The residual oil was distilled to give the title compound as a colourless liquid, bp 170°-1°/0.8 mm. P τ(CDCl3) 7.85 (3H, s), 7.15-7.35 (4H, complex), 7.4-7.6 (1H, t), 5.85-6.25 (4H, complex), 2.8-3... Starting materials: COCC=1CS[C@H]2N(C1C(=O)[O-])C(C2NC(COC2=CC=CC=C2)=O)=O.[Na+] (sodium 3-methoxymethyl-7-phenoxyacetamido-3-cephem-4-carboxylate), C(C(C)(C)C)(=O)OCBr (pivaloyloxymethyl bromide). The solvent is C(C)(=O)OCC (ethyl acetate), CS(=O)C (dimethyl sulphoxide). Conditions: time 15 minute. Yields the product COCC=1CS[C@H]2N(C1C(=O)OCOC(C(C)(C)C)=O)C(C2NC(COC2=CC=CC=C2)=O)=O (pivaloyloxymethyl 3-methoxymethyl-7-phenoxyacetamido-3-cephem-4-carboxylate). Isolated yield 61.0%. Reaction SMILES: [CH3:1][O:2][CH2:3][C:4]1[CH2:5][S:6][C@@H:7]2[CH:14]([NH:15][C:16](=[O:25])[CH2:17][O:18][C:19]3[CH:24]=[CH:23][CH:22]=[CH:21][CH:20]=3)[C:13](=[O:26])[N:8]2[C:9]=1[C:10]([O-:12])=[O:11].[Na+].[C:28]([O:34][CH2:35]Br)(=[O:33])[C:29]([CH3:32])([CH3:31])[CH3:30]>CS(C)=O.C(OCC)(=O)C>[CH3:1][O:2][CH2:3][C:4]1[CH2:5][S:6][C@@H:7]2[CH:14]([NH:15][C:16](=[O:25])[CH2:17][O:18][C:19]3[CH:20]=[CH:21][CH:22]=[CH:23][CH:24]=3)[C:13](=[O:26])[N:8]2[C:9]=1[C:10]([O:12][CH2:35][O:34][C:28](=[O:33])[C:29]([CH3:32])([CH3:31])[CH3:30])=[O:11] |f:0.1|. Procedure: 1 g of sodium 3-methoxymethyl-7-phenoxyacetamido-3-cephem-4-carboxylate was disssolved in 50 ml of dimethyl sulphoxide, and 975 mg of pivaloyloxymethyl bromide were added thereto, after which the mixture was stirred at room temperature for 15 minutes. The mixture was then diluted with 200 ml of ethyl acetate, washed in turn with 50 ml of a saturated aqueous solution of sodium bicarbonate and 50 ml of a saturated aqueous solution of potassium bisulphate, and then dried over anhydrous magnesium su...